From a dataset of the Open Reaction Database (ORD), a public repository of structured organic reaction records. describe an organic reaction: reactants, conditions, products, and yield The reactants are C(C)OC(C=C[C@H](CC1=CC=C(C=C1)C1=CC=CC=C1)NC(=O)OC(C)(C)C)=O ((S)-4-(t-Butoxycarbonylamino)-5-(biphenyl-4-yl)-pentenoic acid ethyl ester). The reagents and catalysts are [Pd] (Pd/C). The solvent is C(C)O (ethanol). Product: C(C)OC(CC[C@@H](CC1=CC=C(C=C1)C1=CC=CC=C1)NC(=O)OC(C)(C)C)=O ((S)-4-(t-butoxycarbonylamino)-5-(biphenyl-4-yl)-pentanoic acid ethyl ester). Reaction SMILES: [CH2:1]([O:3][C:4](=[O:29])[CH:5]=[CH:6][C@@H:7]([NH:21][C:22]([O:24][C:25]([CH3:28])([CH3:27])[CH3:26])=[O:23])[CH2:8][C:9]1[CH:14]=[CH:13][C:12]([C:15]2[CH:20]=[CH:19][CH:18]=[CH:17][CH:16]=2)=[CH:11][CH:10]=1)[CH3:2]>C(O)C.[Pd]>[CH2:1]([O:3][C:4](=[O:29])[CH2:5][CH2:6][C@H:7]([NH:21][C:22]([O:24][C:25]([CH3:28])([CH3:27])[CH3:26])=[O:23])[CH2:8][C:9]1[CH:14]=[CH:13][C:12]([C:15]2[CH:20]=[CH:19][CH:18]=[CH:17][CH:16]=2)=[CH:11][CH:10]=1)[CH3:2]. Procedure: (S)-4-(t-Butoxycarbonylamino)-5-(biphenyl-4-yl)-pentenoic acid ethyl ester (1.6 g), is dissolved in ethanol and hydrogenated under 48 psi for 2 hours with Pd/C catalyst. The mixture is filtered through Celite and the filtrate is concentrated in vacuo to yield (S)-4-(t-butoxycarbonylamino)-5-(biphenyl-4-yl)-pentanoic acid ethyl ester. Reactants: N#N (N2), O=C(C)C=C(C)C (mesityl oxide), CC(C)CC(=O)C (MIBK). The reagents and catalysts are OS(=O)(=O)O (H2SO4). Yields the product OC(CC(C)=O)CCC.CC(CC(C)(O)C)=O (4-Hydroxy-2-heptanone Diacetone Alcohol). As a reaction SMILES: N#N.[O:3]=[C:4]([CH:6]=[C:7]([CH3:9])[CH3:8])[CH3:5].C[CH:11]([CH2:13][C:14]([CH3:16])=[O:15])[CH3:12]>OS(O)(=O)=O>[OH:15][CH:14]([CH2:13][CH2:11][CH3:12])[CH2:16][C:4](=[O:3])[CH3:5].[CH3:5][C:4](=[O:3])[CH2:6][C:7]([CH3:9])([OH:15])[CH3:8] |f:4.5|. Reported procedure: A 150 ml jacketed glass reactor was equipped with a thermocouple, magnetic stirrer, feed and sample ports, and an overhead condenser. The reactor was maintained under positive N2 atmosphere by connecting the condenser vent line to a N2 bubbler. Fifty ml (46.5 grams) of mesityl oxide heavy ends from the current MIBK process (the reaction medium for the dehydration reaction step), which contained the H2SO4 catalyst, was added to the reactor. The reactants are COC=1C=C2CCC(C2=CC1)C(=O)O (5-methoxyindan-1-carboxylic acid), C(C)N1N=CC(=C1)CNC1=CC=C(C=C1)C(C)C ([(1-ethylpyrazol-4-yl)methyl](4-isopropylphenyl)amine). Product: C(C)N1N=CC(=C1)CN(C(=O)C1CCC2=CC(=CC=C12)OC)C1=CC=C(C=C1)C(C)C (N-[(1-ethylpyrazol-4-yl)methyl]-N-(4-isopropylphenyl)-5-methoxyindan-1-carboxamide). The yield is 74.6%. Reaction SMILES: [CH3:1][O:2][C:3]1[CH:4]=[C:5]2[C:9](=[CH:10][CH:11]=1)[CH:8]([C:12]([OH:14])=O)[CH2:7][CH2:6]2.[CH2:15]([N:17]1[CH:21]=[C:20]([CH2:22][NH:23][C:24]2[CH:29]=[CH:28][C:27]([CH:30]([CH3:32])[CH3:31])=[CH:26][CH:25]=2)[CH:19]=[N:18]1)[CH3:16]>>[CH2:15]([N:17]1[CH:21]=[C:20]([CH2:22][N:23]([C:24]2[CH:25]=[CH:26][C:27]([CH:30]([CH3:31])[CH3:32])=[CH:28][CH:29]=2)[C:12]([CH:8]2[C:9]3[C:5](=[CH:4][C:3]([O:2][CH3:1])=[CH:11][CH:10]=3)[CH2:6][CH2:7]2)=[O:14])[CH:19]=[N:18]1)[CH3:16]. Reported procedure: By the reaction and treatment in the same manner as in Example 4 using 5-methoxyindan-1-carboxylic acid (0.29 g) and [(1-ethylpyrazol-4-yl)methyl](4-isopropylphenyl)amine (0.37 g) as starting materials, N-[(1-ethylpyrazol-4-yl)methyl]-N-(4-isopropylphenyl)-5-methoxyindan-1-carboxamide (0.47 g) was obtained. melting point: 115-116° C.